This data is from the Open Reaction Database (ORD), a public repository of structured organic reaction records. The task is: describe an organic reaction: reactants, conditions, products, and yield Reactants: [Li]CCCC (n-BuLi), BrC(=CC(CCCCCC)CCCCCCCC)Br (7-(2,2-Dibromo-vinyl)-pentadecane), O (water). Run in O1CCCC1 (tetrahydrofuran). Run at temperature -78 celsius, time 45 minute. The product is C(#C)C(CCCCCC)CCCCCCCC (7-Ethynyl-pentadecane). Isolated yield 82.4%. RXN SMILES: [Li]CCCC.Br[C:7](Br)=[CH:8][CH:9]([CH2:16][CH2:17][CH2:18][CH2:19][CH2:20][CH2:21][CH2:22][CH3:23])[CH2:10][CH2:11][CH2:12][CH2:13][CH2:14][CH3:15].O>O1CCCC1>[C:8]([CH:9]([CH2:16][CH2:17][CH2:18][CH2:19][CH2:20][CH2:21][CH2:22][CH3:23])[CH2:10][CH2:11][CH2:12][CH2:13][CH2:14][CH3:15])#[CH:7]. Procedure: n-BuLi (2.5 M in hexanes, 261 cm3, 652 mmol) is added dropwise over 60 minutes to a solution of 7-(2,2-dibromo-vinyl)-pentadecane (4.1) (117 g, 296 mmol) in anhydrous tetrahydrofuran (1350 cm3) at −78° C. The mixture is stirred for 45 minutes at −78° C. and water (1.3 L) is carefully added. The reaction mixture exotherms to −10° C. and is allowed to warm to 23° C. whilst stirring over 18 hours. The organic phase is separated, washed with brine (1500 cm3), dried over sodium sulfate, filtered and ... Starting materials: OC1=CC=C(C(=O)C2=C(OC3=C2C=CC=C3)C3=CC=C(C=C3)C)C=C1 (3-(4-hydroxybenzoyl)-2-(4-tolyl)benzofuran), C(C)N(CCCCl)CC (3-diethylaminopropyl chloride). The product is C(C)N(CCCOC1=CC=C(C(=O)C2=C(OC3=C2C=CC=C3)C3=CC=C(C=C3)C)C=C1)CC (3-[4-(3-Diethylaminopropoxy)benzoyl]-2-(4-tolyl)benzofuran). As a reaction SMILES: [OH:1][C:2]1[CH:25]=[CH:24][C:5]([C:6]([C:8]2[C:12]3[CH:13]=[CH:14][CH:15]=[CH:16][C:11]=3[O:10][C:9]=2[C:17]2[CH:22]=[CH:21][C:20]([CH3:23])=[CH:19][CH:18]=2)=[O:7])=[CH:4][CH:3]=1.[CH2:26]([N:28]([CH2:33][CH3:34])[CH2:29][CH2:30][CH2:31]Cl)[CH3:27]>>[CH2:26]([N:28]([CH2:33][CH3:34])[CH2:29][CH2:30][CH2:31][O:1][C:2]1[CH:3]=[CH:4][C:5]([C:6]([C:8]2[C:12]3[CH:13]=[CH:14][CH:15]=[CH:16][C:11]=3[O:10][C:9]=2[C:17]2[CH:18]=[CH:19][C:20]([CH3:23])=[CH:21][CH:22]=2)=[O:7])=[CH:24][CH:25]=1)[CH3:27]. Procedure: Reaction of 3-(4-hydroxybenzoyl)-2-(4-tolyl)benzofuran with 3-diethylaminopropyl chloride by the procedure described in Example 1 gives the title compound.